This data is from the Open Reaction Database (ORD), a public repository of structured organic reaction records. The task is: describe an organic reaction: reactants, conditions, products, and yield Starting materials: NC1=CC=C(C=C1)O (4-aminophenol), C([O-])([O-])=O.[Cs+].[Cs+] (cesium carbonate), FC1=NC=CC=C1C (2-fluoro-3-picoline). The solvent is CS(=O)C (DMSO), CCOC(=O)C (EtOAc). Reaction conditions: temperature 80 celsius. Product: CC=1C(=NC=CC1)OC1=CC=C(C=C1)N (4-(3-methylpyridin-2-yloxy)benzenamine). As a reaction SMILES: [NH2:1][C:2]1[CH:7]=[CH:6][C:5]([OH:8])=[CH:4][CH:3]=1.C(=O)([O-])[O-].[Cs+].[Cs+].F[C:16]1[C:21]([CH3:22])=[CH:20][CH:19]=[CH:18][N:17]=1>CS(C)=O.CCOC(C)=O>[CH3:22][C:21]1[C:16]([O:8][C:5]2[CH:6]=[CH:7][C:2]([NH2:1])=[CH:3][CH:4]=2)=[N:17][CH:18]=[CH:19][CH:20]=1 |f:1.2.3|. Reported procedure: To a solution of 4-aminophenol (0.87 g, 8.0 mmol) in DMSO (12 mL) was added cesium carbonate (3.1 g, 9.6 mmol) and 2-fluoro-3-picoline (0.89 g, 8.0 mmol). The resulting mixture was heated to 80° C. for 16 h. After cooling to RT, the reaction mixture was diluted with EtOAc and washed with water and brine several times to remove DMSO. The aqueous layer was back extracted with EtOAc and the combined organic layer was dried (Na2SO4) and concentrated. The crude product was chromatographed through a R... Starting materials: ClC1=C(CNC(=O)C=2C(NN=C(C2)C2=CC=NC=C2)=O)C=CC(=C1)Cl (N-(2,4-dichlorobenzyl)-3-oxo-6-pyridin-4-yl-2,3-dihydropyridazine-4-carboxamide), C(CCC)N (n-butylamine), O=C1NN=C(C=C1C(=O)O)C1=CC=NC=C1 (3-oxo-6-pyridin-4-yl-2,3-dihydropyridazine-4-carboxylic acid), C(C(=O)Cl)(=O)Cl (oxalyl chloride). Run in C(C)N(CC)CC (triethylamine), ClCCl (dichloromethane), CN(C=O)C (dimethylformamide). Yields the product O=C1NN=C(C=C1C(=O)NCCCC)C1=CC=NC=C1 (3-oxo-6-pyridin-4-yl-N-(n-butyl)-2,3-dihydropyridazine-4-carboxamide). RXN SMILES: Cl[C:2]1[CH:24]=C(Cl)C=C[C:3]=1[CH2:4][NH:5][C:6]([C:8]1[C:9](=[O:20])[NH:10][N:11]=[C:12]([C:14]2[CH:19]=[CH:18][N:17]=[CH:16][CH:15]=2)[CH:13]=1)=[O:7].O=C1C(C(O)=O)=CC(C2C=CN=CC=2)=NN1.C(Cl)(=O)C(Cl)=O.C(N)CCC>C(N(CC)CC)C.CN(C)C=O.ClCCl>[O:20]=[C:9]1[C:8]([C:6]([NH:5][CH2:4][CH2:3][CH2:2][CH3:24])=[O:7])=[CH:13][C:12]([C:14]2[CH:15]=[CH:16][N:17]=[CH:18][CH:19]=2)=[N:11][NH:10]1. Reported procedure: Working as in example 2 for the preparation of N-(2,4-dichlorobenzyl)-3-oxo-6-pyridin-4-yl-2,3-dihydropyridazine-4-carboxamide, but starting with 0.3 g of 3-oxo-6-pyridin-4-yl-2,3-dihydropyridazine-4-carboxylic acid, 10 cm3 of dichloromethane, 0.02 cm3 of dimethylformamide, 0.12 cm3 of oxalyl chloride, 0.15 cm3 of n-butylamine and 0.19 cm3 of triethylamine, and after purification by chromatography on silica gel (particle size 40-63 μm, under an argon pressure of 150 kPa), eluting with a mixture ... Starting materials: S(=O)(Br)Br (thionyl bromide), C(=O)NC(CC(=O)OCC)C(C(CCCC(=O)OCC)=C)O (diethyl 2-formylamino-3-hydroxy-4-methylene-heptane-1,7-dicarboxylate), O (water). The solvent is ClCCl (dichloromethane). Conditions: time 1 hour. Product: C(=O)NC(CC(=O)OCC)C=C(CCCC(=O)OCC)CBr (diethyl 2-formylamino-4-bromomethyl-hept-3-ene-1,7-dicarboxylate). RXN SMILES: [CH:1]([NH:3][CH:4]([CH:11](O)[C:12](=[CH2:21])[CH2:13][CH2:14][CH2:15][C:16]([O:18][CH2:19][CH3:20])=[O:17])[CH2:5][C:6]([O:8][CH2:9][CH3:10])=[O:7])=[O:2].S(Br)([Br:25])=O.O>ClCCl>[CH:1]([NH:3][CH:4]([CH:11]=[C:12]([CH2:21][Br:25])[CH2:13][CH2:14][CH2:15][C:16]([O:18][CH2:19][CH3:20])=[O:17])[CH2:5][C:6]([O:8][CH2:9][CH3:10])=[O:7])=[O:2]. Procedure details: 10.3 g (35.9 mmol) of diethyl 2-formylamino-3-hydroxy-4-methylene-heptane-1,7-dicarboxylate are dissolved in 100 ml of dichloromethane and 3.34 ml (43.1 mmol) of thionyl bromide are added dropwise to the solution at room temperature. After 1 hour, 10 ml of water are added and the batch is thoroughly stirred. The organic phase is separated, washed in succession with water, saturated potassium hydrogencarbonate solution and again with water, dried over magnesium sulfate and concentrated by evapora... Reactants: CNC(=S)NC1=C(C=CC=C1)N1CCCC1 (1-methyl-3-[2-(1-pyrrolidinyl)phenyl]thiourea), CI (methyl iodide). Solvent: CC(=O)C (acetone). The product is I.CSC(NC1=C(C=CC=C1)N1CCCC1)=NC (2-methyl-1-[2-(1-pyrrolidinyl)phenyl]-3-methyl-2-thiopseudourea hydroiodide). As a reaction SMILES: [CH3:1][NH:2][C:3]([NH:5][C:6]1[CH:11]=[CH:10][CH:9]=[CH:8][C:7]=1[N:12]1[CH2:16][CH2:15][CH2:14][CH2:13]1)=[S:4].[CH3:17][I:18]>CC(C)=O>[IH:18].[CH3:17][S:4][C:3](=[N:2][CH3:1])[NH:5][C:6]1[CH:11]=[CH:10][CH:9]=[CH:8][C:7]=1[N:12]1[CH2:16][CH2:15][CH2:14][CH2:13]1 |f:3.4|. Reported procedure: A mixture of 1-methyl-3-[2-(1-pyrrolidinyl)phenyl]thiourea (18.5 g) and methyl iodide (12.3 g) and acetone (100 ml) was heated under reflux for 2.5 hours to give 2-methyl-1-[2-(1-pyrrolidinyl)phenyl]-3-methyl-2-thiopseudourea hydroiodide (m.p. 161°-162° C.). Reactants: CCOP(=O)(CC#N)OCC, CCOCC, [H-], [Na+], CCOC(=O)C1CC(=O)C1, C1CCOC1, O. Yields the product CCOC(=O)C1CC(=CC#N)C1. Reaction SMILES: [C:3](#[N:4])[CH2:5][P:6](=[O:7])([O:8][CH2:9][CH3:10])[O:11][CH2:12][CH3:13].[CH2:30]([O:31][CH2:32][CH3:33])[CH3:34].[H-:1].[Na+:2].[O:14]=[C:15]1[CH2:16][CH:17]([C:19](=[O:20])[O:21][CH2:22][CH3:23])[CH2:18]1.[O:25]1[CH2:26][CH2:27][CH2:28][CH2:29]1.[OH2:24]>>[C:3](#[N:4])[CH:5]=[C:15]1[CH2:16][CH:17]([C:19](=[O:20])[O:21][CH2:22][CH3:23])[CH2:18]1. The reactants are Cc1ccc(B(O)O)cc1, Cc1ccccc1, [Cl-], Ic1ccccc1I, [Na+], [Na+], [Na+], O=C([O-])[O-], O, OO, c1ccc(P(c2ccccc2)(c2ccccc2)[Pd](P(c2ccccc2)(c2ccccc2)c2ccccc2)(P(c2ccccc2)(c2ccccc2)c2ccccc2)P(c2ccccc2)(c2ccccc2)c2ccccc2)cc1. The product is Cc1ccc(-c2ccccc2I)cc1. RXN SMILES: [CH3:15][c:16]1[cH:17][cH:18][c:19]([B:22]([OH:23])[OH:24])[cH:20][cH:21]1.[CH3:29][c:30]1[cH:31][cH:32][cH:33][cH:34][cH:35]1.[Cl-:28].[I:1][c:2]1[c:3]([I:8])[cH:4][cH:5][cH:6][cH:7]1.[Na+:10].[Na+:27].[Na+:9].[O-:11][C:12](=[O:13])[O-:14].[OH2:36].[OH:25][OH:26].[cH:37]1[cH:38][cH:39][c:40]([P:41]([Pd:42]([P:43]([c:44]2[cH:45][cH:46][cH:47][cH:48][cH:49]2)([c:50]2[cH:51][cH:52][cH:53][cH:54][cH:55]2)[c:56]2[cH:57][cH:58][cH:59][cH:60][cH:61]2)([P:62]([c:63]2[cH:64][cH:65][cH:66][cH:67][cH:68]2)([c:69]2[cH:70][cH:71][cH:72][cH:73][cH:74]2)[c:75]2[cH:76][cH:77][cH:78][cH:79][cH:80]2)[P:81]([c:82]2[cH:83][cH:84][cH:85][cH:86][cH:87]2)([c:88]2[cH:89][cH:90][cH:91][cH:92][cH:93]2)[c:94]2[cH:95][cH:96][cH:97][cH:98][cH:99]2)([c:100]2[cH:101][cH:102][cH:103][cH:104][cH:105]2)[c:106]2[cH:107][cH:108][cH:109][cH:110][cH:111]2)[cH:112][cH:113]1>>[c:2]1(-[c:19]2[cH:18][cH:17][c:16]([CH3:15])[cH:21][cH:20]2)[c:3]([I:8])[cH:4][cH:5][cH:6][cH:7]1. Reactants: C1(CCC1)COCCC1=CC=C(OCC2CO2)C=C1 (1-[4-(2-cyclobutylmethoxyethyl)phenoxy]-2,3-epoxypropane), NCCOC=1C=C(C=CC1)C=1CCC(NN1)=O (6-[3-(2-aminoethoxy)phenyl]-4,5-dihydro-3(2H)-pyridazinone). Product: C1(CCC1)COCCC1=CC=C(OCC(CNCCOC=2C=C(C=CC2)C=2CCC(NN2)=O)O)C=C1 (6-[3-[2-[3-(4-(2-Cyclobutylmethoxy-ethyl)phenoxy)-2-hydroxypropylamino]ethoxy]phenyl]-4,5-dihydro-3(2H)-pyridazinone). RXN SMILES: [CH:1]1([CH2:5][O:6][CH2:7][CH2:8][C:9]2[CH:19]=[CH:18][C:12]([O:13][CH2:14][CH:15]3[O:17][CH2:16]3)=[CH:11][CH:10]=2)[CH2:4][CH2:3][CH2:2]1.[NH2:20][CH2:21][CH2:22][O:23][C:24]1[CH:25]=[C:26]([C:30]2[CH2:31][CH2:32][C:33](=[O:36])[NH:34][N:35]=2)[CH:27]=[CH:28][CH:29]=1>>[CH:1]1([CH2:5][O:6][CH2:7][CH2:8][C:9]2[CH:19]=[CH:18][C:12]([O:13][CH2:14][CH:15]([OH:17])[CH2:16][NH:20][CH2:21][CH2:22][O:23][C:24]3[CH:25]=[C:26]([C:30]4[CH2:31][CH2:32][C:33](=[O:36])[NH:34][N:35]=4)[CH:27]=[CH:28][CH:29]=3)=[CH:11][CH:10]=2)[CH2:4][CH2:3][CH2:2]1. Procedure details: Prepared analogously to Example 1 from 1-[4-(2-cyclobutylmethoxyethyl)phenoxy]-2,3-epoxypropane and 6-[3-(2-aminoethoxy)phenyl]-4,5-dihydro-3(2H)-pyridazinone. Procedure: 8-Amino-1,3,4,5-tetrahydro-benzo[b]azepin-2-one (0.037 g, 0.21 mmol), (2,5-Dichloro-pyrimidin-4-yl)-[2-(pyrrolidine-1-sulfonyl)-phenyl]-amine (0.072 g, 0.19 mmol) and 10-Camphorsulfonic acid (0.0045 g, 0.019 mmol) in Isopropyl alcohol (1 mL) was irradiated in a CEM microwave (120° C., 30 min). One mL Sodium bicarbonate and 1 mL water were added to the reaction mixture, which was then filtered and the resulting ppt was washed first with water then three times with 1 mL of Isopropyl alcohol. The s... As a reaction SMILES: [NH2:1][C:2]1[CH:3]=[CH:4][C:5]2[CH2:11][CH2:10][CH2:9][C:8](=[O:12])[NH:7][C:6]=2[CH:13]=1.Cl[C:15]1[N:20]=[C:19]([NH:21][C:22]2[CH:27]=[CH:26][CH:25]=[CH:24][C:23]=2[S:28]([N:31]2[CH2:35][CH2:34][CH2:33][CH2:32]2)(=[O:30])=[O:29])[C:18]([Cl:36])=[CH:17][N:16]=1.C12(CS(O)(=O)=O)C(C)(C)C(CC1)CC2=O.C(=O)(O)[O-].[Na+]>C(O)(C)C.O>[Cl:36][C:18]1[C:19]([NH:21][C:22]2[CH:27]=[CH:26][CH:25]=[CH:24][C:23]=2[S:28]([N:31]2[CH2:35][CH2:34][CH2:33][CH2:32]2)(=[O:30])=[O:29])=[N:20][C:15]([NH:1][C:2]2[CH:3]=[CH:4][C:5]3[CH2:11][CH2:10][CH2:9][C:8](=[O:12])[NH:7][C:6]=3[CH:13]=2)=[N:16][CH:17]=1 |f:3.4|. Yields the product ClC=1C(=NC(=NC1)NC=1C=CC2=C(NC(CCC2)=O)C1)NC1=C(C=CC=C1)S(=O)(=O)N1CCCC1 (8-{5-Chloro-4-[2-(pyrrolidine-1-sulfonyl)-phenylamino]-pyrimidin-2-ylamino}-1,3,4,5-tetrahydro-benzo[b]azepin-2-one). The reactants are C([O-])(O)=O.[Na+] (Sodium bicarbonate), NC=1C=CC2=C(NC(CCC2)=O)C1 (8-Amino-1,3,4,5-tetrahydro-benzo[b]azepin-2-one), ClC1=NC=C(C(=N1)NC1=C(C=CC=C1)S(=O)(=O)N1CCCC1)Cl ((2,5-Dichloro-pyrimidin-4-yl)-[2-(pyrrolidine-1-sulfonyl)-phenyl]-amine), C12(C(=O)CC(CC1)C2(C)C)CS(=O)(=O)O (10-Camphorsulfonic acid). The solvent is O (water), C(C)(C)O (Isopropyl alcohol). The yield is 60.5%.